From a dataset of the Open Reaction Database (ORD), a public repository of structured organic reaction records. describe an organic reaction: reactants, conditions, products, and yield The reactants are BrC=1C=C2C(CC(OC2=CC1)C=1C=NC=CC1)=O (6-bromo-2-(pyridine-3-yl)chroman-4-one), ice water, C[Si](C)(C)N=C=N[Si](C)(C)C (bis-trimethylsilylcarbodiimide). Reagents/catalysts: Cl[Ti](Cl)(Cl)Cl (TiCl4). The solvent is C(Cl)Cl (DCM). Reaction conditions: time 1 hour. Yields the product BrC=1C=C2\C(\CC(OC2=CC1)C=1C=NC=CC1)=N\C#N ((E)-N-(6-bromo-2-(pyridine-3-yl)chroman-4-ylidene)cyanamide). The yield is 63.4%. As a reaction SMILES: [Br:1][C:2]1[CH:3]=[C:4]2[C:9](=[CH:10][CH:11]=1)[O:8][CH:7]([C:12]1[CH:13]=[N:14][CH:15]=[CH:16][CH:17]=1)[CH2:6][C:5]2=O.C[Si]([N:23]=[C:24]=[N:25][Si](C)(C)C)(C)C>C(Cl)Cl.Cl[Ti](Cl)(Cl)Cl>[Br:1][C:2]1[CH:3]=[C:4]2[C:9](=[CH:10][CH:11]=1)[O:8][CH:7]([C:12]1[CH:13]=[N:14][CH:15]=[CH:16][CH:17]=1)[CH2:6]/[C:5]/2=[N:25]\[C:24]#[N:23]. Procedure: To a solution of 6-bromo-2-(pyridine-3-yl)chroman-4-one (1.0 g, 3.3 mmol) in anhydrous DCM (20 mL) was added TiCl4 (1 M solution in DCM, 2.5 g, 13.2 mmol) dropwise within 15 minutes at room temperature in absence of light. It was stirred for another 1 h after the addition. To this mixture was added bis-trimethylsilylcarbodiimide (1.35 g, 7.26 mmol) dropwise. The resulting mixture was stirred overnight. The reaction mixture was poured into ice-water, extracted with DCM. The combined organic phase...